From a dataset of the Open Reaction Database (ORD), a public repository of structured organic reaction records. describe an organic reaction: reactants, conditions, products, and yield Starting materials: Cc1cc(N2CC(S(=O)(=O)c3ccccc3C(F)(F)F)CC2C(=O)O)n(CC(C)C)n1, COC(=O)C1CC(S(=O)(=O)c2ccccc2C(F)(F)F)CN1c1cc(C)nn1CC(C)C, COC(=O)C1CC(S(=O)(=O)c2ccccc2C(F)(F)F)CN1c1cc(C)nn1CC(C)C, [Li+], [OH-]. Yields the product Cc1cc(N2CC(S(=O)(=O)c3ccccc3C(F)(F)F)CC2C(=O)O)n(CC(C)C)n1. Reaction SMILES: [CH2:67]([n:68]1[c:69]([N:70]2[CH2:71][CH:72]([S:73]([c:74]3[cH:75][cH:76][cH:77][cH:78][c:79]3[C:80]([F:81])([F:82])[F:83])(=[O:84])=[O:85])[CH2:86][CH:87]2[C:88]([OH:89])=[O:90])[cH:91][c:92]([CH3:93])[n:94]1)[CH:95]([CH3:96])[CH3:97].[CH3:1][O:2][C:3](=[O:4])[CH:5]1[N:6]([c:23]2[n:24]([CH2:29][CH:30]([CH3:31])[CH3:32])[n:25][c:26]([CH3:28])[cH:27]2)[CH2:7][CH:8]([S:10](=[O:11])(=[O:12])[c:13]2[c:14]([C:19]([F:20])([F:21])[F:22])[cH:15][cH:16][cH:17][cH:18]2)[CH2:9]1.[CH3:33][O:34][C:35]([CH:36]1[CH2:37][CH:38]([S:39]([c:40]2[cH:41][cH:42][cH:43][cH:44][c:45]2[C:46]([F:47])([F:48])[F:49])(=[O:50])=[O:51])[CH2:52][N:53]1[c:54]1[n:55]([CH2:56][CH:57]([CH3:58])[CH3:59])[n:60][c:61]([CH3:62])[cH:63]1)=[O:64].[Li+:65].[OH-:66]>>[O:2]=[C:3]([OH:4])[CH:5]1[N:6]([c:23]2[n:24]([CH2:29][CH:30]([CH3:31])[CH3:32])[n:25][c:26]([CH3:28])[cH:27]2)[CH2:7][CH:8]([S:10](=[O:11])(=[O:12])[c:13]2[c:14]([C:19]([F:20])([F:21])[F:22])[cH:15][cH:16][cH:17][cH:18]2)[CH2:9]1. Starting materials: FC=1C=C(CC=2C=C(C(=O)OC)C=CN2)C=CC1F (Methyl 2-(3,4-difluorobenzyl)isonicotinate). Reported procedure: Methyl 2-(3,4-difluorobenzyl)isonicotinate (7.7 g, 29.25 mmol) was dissolved in acetic acid (75 mL) and platinum(IV) oxide (0.332 g, 1.46 mmol) added. The resulting mixture was hydrogenated in a Büchi hydrogenator at room temperature and 5 bar for 4 h 45 min. More platinum(IV) oxide (0.166 g, 0.73 mmol) was added and the hydrogenation continued at 5 bar for 2 h. More platinum(IV) oxide (0.166 g, 0.73 mmol) was added and the hydrogenation continued at 5 bar for 1 h 20 min. The catalyst was filter... The reagents and catalysts are [Pt](=O)=O (platinum(IV) oxide), [Pt](=O)=O (platinum(IV) oxide), [Pt](=O)=O (platinum(IV) oxide). As a reaction SMILES: [F:1][C:2]1[CH:3]=[C:4]([CH:16]=[CH:17][C:18]=1[F:19])[CH2:5][C:6]1[CH:7]=[C:8]([CH:13]=[CH:14][N:15]=1)[C:9]([O:11][CH3:12])=[O:10]>C(O)(=O)C.[Pt](=O)=O>[F:1][C:2]1[CH:3]=[C:4]([CH:16]=[CH:17][C:18]=1[F:19])[CH2:5][CH:6]1[CH2:7][CH:8]([C:9]([O:11][CH3:12])=[O:10])[CH2:13][CH2:14][NH:15]1. Isolated yield 103.3%. Run at time 45 minute. The product is FC=1C=C(CC2NCCC(C2)C(=O)OC)C=CC1F (methyl 2-(3,4-difluorobenzyl)piperidine-4-carboxylate). The solvent is C(C)(=O)O (acetic acid).